This data is from the Open Reaction Database (ORD), a public repository of structured organic reaction records. The task is: describe an organic reaction: reactants, conditions, products, and yield The reactants are CCOC(=O)N1c2cc(OC)c(OC)cc2C(=O)CC1C, CS(C)=O, [Cl-], [NH4+], N#C[Na], O. The product is CCOC(=O)N1c2cc(O)c(OC)cc2C(=O)CC1C. RXN SMILES: [CH2:1]([CH3:2])[O:3][C:4](=[O:5])[N:6]1[CH:7]([CH3:21])[CH2:8][C:9](=[O:20])[c:10]2[cH:11][c:12]([O:18][CH3:19])[c:13]([O:16][CH3:17])[cH:14][c:15]21.[CH3:28][S:29]([CH3:30])=[O:31].[Cl-:26].[NH4+:27].[Na:22][C:23]#[N:24].[OH2:25]>>[CH2:1]([CH3:2])[O:3][C:4](=[O:5])[N:6]1[CH:7]([CH3:21])[CH2:8][C:9](=[O:20])[c:10]2[cH:11][c:12]([O:18][CH3:19])[c:13]([OH:16])[cH:14][c:15]21. Reactants: NC1=C(C=CC(=C1)C)SC=1C=C(C=CC1)O (3-(2-amino-4-methyl-phenylsulfanyl)-phenol), C(#N)C=1C(=NC(=CC1)CCC)N=CN(C)C (N′-(3-Cyano-6-propyl-pyridin-2-yl)-N,N-dimethyl-formamidine). Run in C(C)(=O)O (acetic acid), C(C)(=O)O (acetic acid). Reaction conditions: temperature 130 celsius. Product: CC1=CC(=C(C=C1)SC=1C=C(C=CC1)O)NC=1C2=C(N=CN1)N=C(C=C2)CCC (3-[4-Methyl-2-(7-propyl-pyrido[2,3-d]pyrimidin-4-ylamino)-phenylsulfanyl]-phenol). RXN SMILES: [NH2:1][C:2]1[CH:7]=[C:6]([CH3:8])[CH:5]=[CH:4][C:3]=1[S:9][C:10]1[CH:11]=[C:12]([OH:16])[CH:13]=[CH:14][CH:15]=1.C([C:19]1[C:20]([N:28]=[CH:29][N:30]([CH3:32])C)=[N:21][C:22]([CH2:25][CH2:26][CH3:27])=[CH:23][CH:24]=1)#N>C(O)(=O)C>[CH3:8][C:6]1[CH:5]=[CH:4][C:3]([S:9][C:10]2[CH:11]=[C:12]([OH:16])[CH:13]=[CH:14][CH:15]=2)=[C:2]([NH:1][C:32]2[C:19]3[CH:24]=[CH:23][C:22]([CH2:25][CH2:26][CH3:27])=[N:21][C:20]=3[N:28]=[CH:29][N:30]=2)[CH:7]=1. Reported procedure: 3-(2-amino-4-methyl-phenylsulfanyl)-phenol (49 mg 0.231 mmol) and the product from Example 128A (50 mg, 0.231 mmol) were dissolved in acetic acid (1 mL) and heated to 130° C. for 1.5 hours. After cooling to room temperature a solid in the acetic acid solvent appeared which was collected by filtration to provide the title compound as an acetic acid salt (78 mg, 68%). 1H NMR (300 MHz, DMSO-D6) δ ppm: 0.95 (t, J=7.3 Hz, 3H), 1.79 (m, 2H), 1.88 (s, 6H), 2.40 (s, 3H), 2.88 (t, J=7.6 Hz, 2H), 6.57 (m,...